Task: describe an organic reaction: reactants, conditions, products, and yield. Dataset: the Open Reaction Database (ORD), a public repository of structured organic reaction records Reactants: FC(F)(F)C1=C(C=O)C=CC=C1 (trifluoromethylbenzaldehyde), [H-].[Na+] (sodium hydride), CS(=O)C (dimethylsulphoxide), [PH4+] (phosphonium). Solvent: C(C)(=O)OCC (ethyl acetate). Reaction conditions: temperature 80 celsius, time 45 minute. Yields the product C1(=CC=CC=C1)C=CC1=CC=CC=C1 (stilbene). Isolated yield 208.2%. RXN SMILES: [H-].[Na+].CS(C)=O.[PH4+].FC([C:12]1[CH:19]=[CH:18][CH:17]=[CH:16][C:13]=1[CH:14]=O)(F)F>C(OCC)(=O)C>[C:13]1([CH:14]=[CH:14][C:13]2[CH:12]=[CH:19][CH:18]=[CH:17][CH:16]=2)[CH:12]=[CH:19][CH:18]=[CH:17][CH:16]=1 |f:0.1|. Procedure: In a nitrogen atmosphere, 8.7 g of 55% sodium hydride dispersion are added to 100 ml of absolute dimethylsulphoxide and stirred at 80° C. for 45 minutes. After cooling to ambient temperature, a suspension of 98 g (0.2 mol) of phosphonium salt 4 is added dropwise and the reaction mixture is stirred for a further 10 minutes. Then 34.8 g of trifluoromethylbenzaldehyde are added dropwise and the mixture is stirred for 2 hours at ambient temperature. The mixture is then diluted with 400 ml of ethyl a...